Task: describe an organic reaction: reactants, conditions, products, and yield. Dataset: the Open Reaction Database (ORD), a public repository of structured organic reaction records Starting materials: C(C1=CC=CC=C1)OC1=C2N(C(=NC1=O)CC1(CCCC1)C1=CC=CC3=CC=CC=C13)CCN(C2=O)C (9-benzyloxy-2-methyl-6-(1-naphthalen-1-yl-cyclopentylmethyl)-3,4-dihydro-2H-pyrazino[1,2-c]pyrimidine-1,8-dione), C(C1=CC=CC=C1)OC=1C(=NC(=NC1O)CC1(CCCC1)C1=CC=CC2=CC=CC=C12)C(=O)N(C(C)C)CCO (5-(benzyloxy)-6-hydroxy-N-(2-hydroxyethyl)-N-isopropyl-2-((1-(naphthalen-1-yl)cyclopentyl)methyl)pyrimidine-4-carboxamide). Yields the product C(C1=CC=CC=C1)OC1=C2N(C(=NC1=O)CC1(CCCC1)C1=CC=CC3=CC=CC=C13)CCN(C2=O)C(C)C (9-(Benzyloxy)-2-isopropyl-6-((1-(naphthalen-1-yl)cyclopentyl)methyl)-3,4-dihydro-1H-pyrazino[1,2-c]pyrimidine-1,8(2H)-dione). As a reaction SMILES: C(OC1C(=O)N=C(CC2(C3C4C(=CC=CC=4)C=CC=3)CCCC2)N2CCN(C)C(=O)C=12)C1C=CC=CC=1.[CH2:38]([O:45][C:46]1[C:47]([C:69]([N:71]([CH2:75][CH2:76]O)[CH:72]([CH3:74])[CH3:73])=[O:70])=[N:48][C:49]([CH2:53][C:54]2([C:59]3[C:68]4[C:63](=[CH:64][CH:65]=[CH:66][CH:67]=4)[CH:62]=[CH:61][CH:60]=3)[CH2:58][CH2:57][CH2:56][CH2:55]2)=[N:50][C:51]=1[OH:52])[C:39]1[CH:44]=[CH:43][CH:42]=[CH:41][CH:40]=1>>[CH2:38]([O:45][C:46]1[C:51](=[O:52])[N:50]=[C:49]([CH2:53][C:54]2([C:59]3[C:68]4[C:63](=[CH:64][CH:65]=[CH:66][CH:67]=4)[CH:62]=[CH:61][CH:60]=3)[CH2:55][CH2:56][CH2:57][CH2:58]2)[N:48]2[CH2:76][CH2:75][N:71]([CH:72]([CH3:73])[CH3:74])[C:69](=[O:70])[C:47]=12)[C:39]1[CH:40]=[CH:41][CH:42]=[CH:43][CH:44]=1. Reported procedure: This compound was prepared following the same method as described for pure 9-Benzyloxy-2-methyl-6-(1-naphthalen-1-yl-cyclopentylmethyl)-3,4-dihydro-2H-pyrazino[1,2-c]pyrimidine-1,8-dione (352) from 5-(benzyloxy)-6-hydroxy-N-(2-hydroxyethyl)-N-isopropyl-2-((1-(naphthalen-1-yl)cyclopentyl)methyl)pyrimidine-4-carboxamide (511). The reactants are N1CCC(CC1)C(=O)OC(C)(C)C (tert-butyl piperidine-4-carboxylate), C(C)(C)N(CC)C(C)C (diisopropylethylamine), O (water), BrCC(=O)OCC1=CC=CC=C1 (benzyl bromoacetate). Solvent: C(C)#N (acetonitrile). Reaction conditions: time 4 hour. Yields the product C(C1=CC=CC=C1)OC(CN1CCC(CC1)C(=O)OC(C)(C)C)=O (tert-butyl 1-[2-(benzyloxy)-2-oxoethyl]piperidine-4-carboxylate). As a reaction SMILES: [NH:1]1[CH2:6][CH2:5][CH:4]([C:7]([O:9][C:10]([CH3:13])([CH3:12])[CH3:11])=[O:8])[CH2:3][CH2:2]1.C(N(C(C)C)CC)(C)C.Br[CH2:24][C:25]([O:27][CH2:28][C:29]1[CH:34]=[CH:33][CH:32]=[CH:31][CH:30]=1)=[O:26].O>C(#N)C>[CH2:28]([O:27][C:25](=[O:26])[CH2:24][N:1]1[CH2:6][CH2:5][CH:4]([C:7]([O:9][C:10]([CH3:13])([CH3:12])[CH3:11])=[O:8])[CH2:3][CH2:2]1)[C:29]1[CH:34]=[CH:33][CH:32]=[CH:31][CH:30]=1. Procedure: To a suspension (39 mL) of tert-butyl piperidine-4-carboxylate (2.6 g) in acetonitrile was added diisopropylethylamine (4.4 mL), subsequently, benzyl bromoacetate (2.0 mL) was added at room temperature in portions, and the mixture was stirred for 4 hours. To the reaction mixture was added water, followed by extraction with ethyl acetate. This was washed with an aqueous saturated sodium chloride solution, dried with anhydrous sodium sulfate, and concentrated. The residue was purified by silica ge... The reactants are CN(C)C=O, CCOC(=O)N1CCC(C#N)(CCCCl)CC1, N#C[Na], O. Product: CCOC(=O)N1CCC(C#N)(CCCC#N)CC1. Reaction SMILES: [CH3:21][N:22]([CH3:23])[CH:24]=[O:25].[Cl:1][CH2:2][CH2:3][CH2:4][C:5]1([C:16]#[N:17])[CH2:6][CH2:7][N:8]([C:11](=[O:12])[O:13][CH2:14][CH3:15])[CH2:9][CH2:10]1.[Na:18][C:19]#[N:20].[OH2:26]>>[CH2:2]([CH2:3][CH2:4][C:5]1([C:16]#[N:17])[CH2:6][CH2:7][N:8]([C:11](=[O:12])[O:13][CH2:14][CH3:15])[CH2:9][CH2:10]1)[C:19]#[N:20]. Starting materials: ClC(=CC(CCCl)(C)C)Cl (1,1,5-trichloro-3,3-dimethyl-1-pentene), C(C)(=O)[O-].[Na+] (sodium acetate), C[O-].[Na+] (sodium methylate), O (water). The solvent is CN(C=O)C (dimethylformamide), CO (methanol). Reaction conditions: temperature 100 celsius. The product is ClC=C1OCCC1(C)C (2-chloromethylene-3,3-dimethyl-tetrahydrofuran). The yield is 89.0%. RXN SMILES: [Cl:1][C:2](Cl)=[CH:3][C:4]([CH3:9])([CH3:8])[CH2:5][CH2:6]Cl.C([O-])(=[O:13])C.[Na+].C[O-].[Na+].O>CN(C)C=O.CO>[Cl:1][CH:2]=[C:3]1[C:4]([CH3:9])([CH3:8])[CH2:5][CH2:6][O:13]1 |f:1.2,3.4|. Procedure: 806 g (4 moles) of 1,1,5-trichloro-3,3-dimethyl-1-pentene are heated under reflux with 360 g (4.4 moles) of anhydrous sodium acetate in 1 liter of dimethylformamide for 6 hours. After cooling to about 100° C., 1.6 liters (8 moles) of 30% strength sodium methylate solution in methanol are added dropwise and the mixture is heated under reflux for a further 4 hours. The cold solution is poured into water and extracted several times with methylene chloride. After the solution has been dried and the ...